Dataset: the Open Reaction Database (ORD), a public repository of structured organic reaction records. Task: describe an organic reaction: reactants, conditions, products, and yield RXN SMILES: [Br:1][C:2]1[CH:7]=[CH:6][C:5]([NH:8][C:9](=[O:19])[CH:10]([OH:18])[CH2:11][C:12]2[CH:17]=[CH:16][CH:15]=[CH:14][CH:13]=2)=[CH:4][CH:3]=1.C(N(C(C)C)CC)(C)C.[CH3:29][S:30](Cl)(=[O:32])=[O:31].O>ClCCl.O1CCCC1.CN(C)C1C=CN=CC=1>[CH3:29][S:30]([O:18][CH:10]([CH2:11][C:12]1[CH:13]=[CH:14][CH:15]=[CH:16][CH:17]=1)[C:9]([NH:8][C:5]1[CH:6]=[CH:7][C:2]([Br:1])=[CH:3][CH:4]=1)=[O:19])(=[O:32])=[O:31]. Procedure: To a solution of N-(4-bromophenyl)-2-hydroxy-3-phenylpropanamide (1.5 g) in dichloromethane (60 mL) and tetrahydrofuran (30 mL) were added diisopropylethylamine (908 mg) and 4-dimethylaminopyridine (114 mg), followed by dropwise addition of methanesulfonyl chloride (805 mg) at 5° C. and the mixture was stirred at ambient temperature for 20 hours. The mixture was poured into water and concentrated in vacuo. The residue was extracted with ethyl acetate, washed with brine, dried over magnesium sulf... Starting materials: BrC1=CC=C(C=C1)NC(C(CC1=CC=CC=C1)O)=O (N-(4-bromophenyl)-2-hydroxy-3-phenylpropanamide), C(C)(C)N(CC)C(C)C (diisopropylethylamine), O (water), CS(=O)(=O)Cl (methanesulfonyl chloride). Run in ClCCl (dichloromethane), O1CCCC1 (tetrahydrofuran). Run at time 20 hour. Yields the product CS(=O)(=O)OC(C(=O)NC1=CC=C(C=C1)Br)CC1=CC=CC=C1 (1-benzyl-2-[(4-bromophenyl)amino]-2-oxoethyl methanesulfonate). Reagents/catalysts: CN(C1=CC=NC=C1)C (4-dimethylaminopyridine). Reactants: ClCC(=O)CCl (1,3-dichloroacetone), NC1=NC=CC(=C1)C (2-amino-4-picoline). The solvent is C(C)#N (acetonitrile). Yields the product ClCC=1N=C2N(C=CC(=C2)C)C1 (2-chloromethyl-7-methylimidazo[1,2-a]pyridine). The yield is 23.9%. RXN SMILES: [Cl:1][CH2:2][C:3]([CH2:5]Cl)=O.[NH2:7][C:8]1[CH:13]=[C:12]([CH3:14])[CH:11]=[CH:10][N:9]=1>C(#N)C>[Cl:1][CH2:2][C:3]1[N:7]=[C:8]2[CH:13]=[C:12]([CH3:14])[CH:11]=[CH:10][N:9]2[CH:5]=1. Procedure: A mixture of 1,3-dichloroacetone (30.0 g) and 2-amino-4-picoline (63.9 g) in acetonitrile (210 ml) was refluxed for 1 hour. Evaporation of a solvent gave a residue, which was purified by a column chromatography on silica gel eluting with a mixture of dichloromethane and ethyl acetate (1:1, V/V). The eluted fractions containing the desired product were collected and evaporated in vacuo to give 2-chloromethyl-7-methylimidazo[1,2-a]pyridine (10.21 g). The product is C(=O)(O)C1=CC=C(C=C1)\C=C\C(C)C1=CC=CC=C1 (1-(4'-Carboxyphenyl)-3-phenyl-trans-1-butene). Run in CS(=O)C (dimethyl sulfoxide), CS(=O)C (dimethyl sulfoxide). Reaction conditions: time 1 hour. As a reaction SMILES: [H-].[Na+].[Br-].[C:4]([C:7]1[CH:32]=[CH:31][C:10]([CH2:11][P+](C2C=CC=CC=2)(C2C=CC=CC=2)C2C=CC=CC=2)=[CH:9][CH:8]=1)([OH:6])=[O:5].[C:33]1([CH:39]([CH3:42])[CH:40]=O)[CH:38]=[CH:37][CH:36]=[CH:35][CH:34]=1.S(=O)(=O)(O)[O-].[Na+]>CS(C)=O>[C:4]([C:7]1[CH:8]=[CH:9][C:10](/[CH:11]=[CH:40]/[CH:39]([C:33]2[CH:38]=[CH:37][CH:36]=[CH:35][CH:34]=2)[CH3:42])=[CH:31][CH:32]=1)([OH:6])=[O:5] |f:0.1,2.3,5.6|. Starting materials: S([O-])(O)(=O)=O.[Na+] (sodium bisulfate), [H-].[Na+] (sodium hydride), [Br-].C(=O)(O)C1=CC=C(C[P+](C2=CC=CC=C2)(C2=CC=CC=C2)C2=CC=CC=C2)C=C1 ((4-carboxybenzyl)triphenylphosphonium bromide), C1(=CC=CC=C1)C(C=O)C (α-phenylpropionaldehyde). Procedure details: A mixture of sodium hydride (50% in mineral oil; 3.4 g, 70 mmol) and dimethyl sulfoxide (50 ml) was heated to 75° for 1.5 hours under a nitrogen atmosphere. The solution was cooled to ambient temperature, and (4-carboxybenzyl)triphenylphosphonium bromide (18 g, 37 mmol) was added. The resulting red solution was stirred for 1 hour at ambient temperature. A solution of α-phenylpropionaldehyde (2.5 g, 19 mmol) in dimethyl sulfoxide (10 ml) was added over a ten minute period. Stirring was continued ...